From a dataset of the Open Reaction Database (ORD), a public repository of structured organic reaction records. describe an organic reaction: reactants, conditions, products, and yield The product is O=C1CC(SCc2ccccc2)N1CCCCCCCCCc1ccccc1. The reactants are O=C1CC(SCc2ccccc2)N1, C1CCOC1, [H-], [Na+], O=S(=O)(OCCCCCCCCCc1ccccc1)C(F)(F)F. As a reaction SMILES: [CH2:1]([c:2]1[cH:3][cH:4][cH:5][cH:6][cH:7]1)[S:8][CH:9]1[CH2:10][C:11](=[O:13])[NH:12]1.[CH2:39]1[O:40][CH2:41][CH2:42][CH2:43]1.[H-:15].[Na+:14].[c:16]1([CH2:22][CH2:23][CH2:24][CH2:25][CH2:26][CH2:27][CH2:28][CH2:29][CH2:30][O:31][S:32]([C:33]([F:34])([F:35])[F:36])(=[O:37])=[O:38])[cH:17][cH:18][cH:19][cH:20][cH:21]1>>[CH2:1]([c:2]1[cH:3][cH:4][cH:5][cH:6][cH:7]1)[S:8][CH:9]1[CH2:10][C:11](=[O:13])[N:12]1[CH2:30][CH2:29][CH2:28][CH2:27][CH2:26][CH2:25][CH2:24][CH2:23][CH2:22][c:16]1[cH:17][cH:18][cH:19][cH:20][cH:21]1. Reactants: [N+](=O)(O)[O-] (nitric acid), C(O)([O-])=O.[Na+] (sodium hydrogencarbonate), C(C)(=O)N1CCC2=C(C=C(C=C12)C)C (1-Acetyl-4,6-dimethylindoline), ice water. Solvent: C(C)(=O)OC(C)=O (acetic anhydride), C(C)(=O)OC(C)=O (acetic anhydride). Run at time 1 hour. Yields the product C(C)(=O)N1CCC2=C(C(=C(C=C12)C)[N+](=O)[O-])C (1-acetyl-4,6-dimethyl-5-nitroindoline). As a reaction SMILES: [C:1]([N:4]1[C:12]2[C:7](=[C:8]([CH3:14])[CH:9]=[C:10]([CH3:13])[CH:11]=2)[CH2:6][CH2:5]1)(=[O:3])[CH3:2].[N+:15]([O-])([OH:17])=[O:16].C(=O)([O-])O.[Na+]>C(OC(=O)C)(=O)C>[C:1]([N:4]1[C:12]2[C:7](=[C:8]([CH3:14])[C:9]([N+:15]([O-:17])=[O:16])=[C:10]([CH3:13])[CH:11]=2)[CH2:6][CH2:5]1)(=[O:3])[CH3:2] |f:2.3|. Procedure details: 1-Acetyl-4,6-dimethylindoline (2.6 g) was dissolved in acetic anhydride (35 ml), and nitric acid (d=1.5, 0.92 ml) dissolved in acetic anhydride (15 ml) was added dropwise at 0° C. The mixture was stirred at room temperature for one hour and poured into ice water. Saturated aqueous sodium hydrogencarbonate was added to neutralize the mixture, and the mixture was extracted with chloroform. The extract was washed with saturated brine and dried over sodium sulfate. The solvent was evaporated under r... Starting materials: O=C([O-])[O-], CN(C)C=O, ClCCOCCCl, [K+], [K+], CC(Nc1cncc(Cl)n1)c1cccc(NC(=O)c2cc(N)cc(C(F)(F)F)c2)c1. Yields the product CC(Nc1cncc(Cl)n1)c1cccc(NC(=O)c2cc(N=CN(C)C)cc(C(F)(F)F)c2)c1. Reaction SMILES: [C:38](=[O:39])([O-:40])[O-:41].[CH:44](=[O:45])[N:46]([CH3:47])[CH3:48].[Cl:31][CH2:32][CH2:33][O:34][CH2:35][CH2:36][Cl:37].[K+:42].[K+:43].[NH2:1][c:2]1[cH:3][c:4]([C:5](=[O:6])[NH:7][c:8]2[cH:9][c:10]([CH:14]([CH3:15])[NH:16][c:17]3[n:18][c:19]([Cl:23])[cH:20][n:21][cH:22]3)[cH:11][cH:12][cH:13]2)[cH:24][c:25]([C:27]([F:28])([F:29])[F:30])[cH:26]1>>[N:1]([c:2]1[cH:3][c:4]([C:5](=[O:6])[NH:7][c:8]2[cH:9][c:10]([CH:14]([CH3:15])[NH:16][c:17]3[n:18][c:19]([Cl:23])[cH:20][n:21][cH:22]3)[cH:11][cH:12][cH:13]2)[cH:24][c:25]([C:27]([F:28])([F:29])[F:30])[cH:26]1)=[CH:44][N:46]([CH3:47])[CH3:48]. The reactants are FC(C(=O)O)(F)F (trifluoro acetic acid), C1(=C(C=CC=C1)C(=O)N1CC2CCNCC12)C1=CC=CC=C1 (biphenyl-2-yl-(3,8-diaza-bicyclo[4.2.0]oct-8-yl)-methanone), C1(=C(C=CC=C1)C(=O)N1CC2CCNCC12)C1=CC=CC=C1 (biphenyl-2-yl-(3,8-diaza-bicyclo[4.2.0]oct-8-yl)-methanone), ClC1=NC2=CC=CC=C2N=C1 (2-chloro quinoxaline), C(=O)([O-])[O-].[K+].[K+] (K2CO3). Solvent: CN(C)C=O (DMF). Conditions: temperature 80 celsius, time 18 hour. Product: C1(=C(C=CC=C1)C(=O)N1CC2CCN(CC12)C1=NC2=CC=CC=C2N=C1)C1=CC=CC=C1 (Biphenyl-2-yl-(3-quinoxalin-2-yl-3,8-diaza-bicyclo[4.2.0]oct-8-yl)-methanone). Yield: 40.4%. As a reaction SMILES: FC(F)(F)C(O)=O.[C:8]1([C:24]2[CH:29]=[CH:28][CH:27]=[CH:26][CH:25]=2)[CH:13]=[CH:12][CH:11]=[CH:10][C:9]=1[C:14]([N:16]1[CH:23]2[CH:18]([CH2:19][CH2:20][NH:21][CH2:22]2)[CH2:17]1)=[O:15].Cl[C:31]1[CH:40]=[N:39][C:38]2[C:33](=[CH:34][CH:35]=[CH:36][CH:37]=2)[N:32]=1.C([O-])([O-])=O.[K+].[K+]>CN(C=O)C>[C:8]1([C:24]2[CH:29]=[CH:28][CH:27]=[CH:26][CH:25]=2)[CH:13]=[CH:12][CH:11]=[CH:10][C:9]=1[C:14]([N:16]1[CH:23]2[CH:18]([CH2:19][CH2:20][N:21]([C:31]3[CH:40]=[N:39][C:38]4[C:33](=[CH:34][CH:35]=[CH:36][CH:37]=4)[N:32]=3)[CH2:22]2)[CH2:17]1)=[O:15] |f:3.4.5|. Procedure details: A mixture of trifluoro acetic acid salt of biphenyl-2-yl-(3,8-diaza-bicyclo[4.2.0]oct-8-yl)-methanone (Intermediate 3, 122.0 mg, 0.3 mmol), 2-chloro quinoxaline (60.0 mg, 0.36 mmol), K2CO3 (166 mg, 4 mmol) in DMF (7 mL) was stirred at 80° C. for 18 h. The reaction mixture was partitioned between ethyl acetate (25 mL) and water (120 mL). The organic layers were washed with water (2×30 mL), combined, dried (Na2SO4), filtered and concentrated. The crude residue was purified on HPLC (basic system) t... Product: ClC1=CC=C2C(=C1)NC(C21C(NC(CC1C1=CC(=CC=C1)Cl)=O)C1=C(C=CC(=C1)C#C)OCC(CO)O)=O (racemic (2′R,3R,4′S)-6-chloro-4′-(3-chlorophenyl)-2′-[5-ethynyl-2-(2,3-dihydroxy-propoxy)-phenyl]-spiro[3H-indole-3,3′-piperidine]-2,6′-dione). Solvent: CO (MeOH). Run at time 30 minute. The reactants are ClC1=CC=C2C(=C1)NC(C21C(NC(CC1C1=CC(=CC=C1)Cl)=O)C1=C(C=CC(=C1)C#C[Si](C)(C)C)OCC(CO)O)=O (racemic (2′R,3R,4′S)-6-chloro-4′-(3-chlorophenyl)-2′-[2-(2,3-dihydroxy-propoxy)-5-(2-trimethylsilanyl-ethynyl)-phenyl]spiro[3H-indole-3,3′-piperidine]-2,6′-dione), [OH-].[Na+] (NaOH). As a reaction SMILES: [Cl:1][C:2]1[CH:7]=[C:6]2[NH:8][C:9](=[O:42])[C:10]3([CH:15]([C:16]4[CH:21]=[CH:20][CH:19]=[C:18]([Cl:22])[CH:17]=4)[CH2:14][C:13](=[O:23])[NH:12][CH:11]3[C:24]3[CH:29]=[C:28]([C:30]#[C:31][Si](C)(C)C)[CH:27]=[CH:26][C:25]=3[O:36][CH2:37][CH:38]([OH:41])[CH2:39][OH:40])[C:5]2=[CH:4][CH:3]=1.[OH-].[Na+]>CO>[Cl:1][C:2]1[CH:7]=[C:6]2[NH:8][C:9](=[O:42])[C:10]3([CH:15]([C:16]4[CH:21]=[CH:20][CH:19]=[C:18]([Cl:22])[CH:17]=4)[CH2:14][C:13](=[O:23])[NH:12][CH:11]3[C:24]3[CH:29]=[C:28]([C:30]#[CH:31])[CH:27]=[CH:26][C:25]=3[O:36][CH2:37][CH:38]([OH:41])[CH2:39][OH:40])[C:5]2=[CH:4][CH:3]=1 |f:1.2|. Isolated yield 86.5%. Procedure details: To a stirred solution of racemic (2′R,3R,4′S)-6-chloro-4′-(3-chlorophenyl)-2′-[2-(2,3-dihydroxy-propoxy)-5-(2-trimethylsilanyl-ethynyl)-phenyl]spiro[3H-indole-3,3′-piperidine]-2,6′-dione (7.8 mg, 0.013 mmol) in MeOH (3 ml) was added 2N NaOH (1 mL) dropwise. The reaction mixture was stirred at room temperature for 30 min and then extracted with ethyl acetate several times. The combined organic extract was dried over MgSO4 and concentrated to give the title compound as a white solid (6.2 mg). MS (... Reactants: C=CCCO, CCOC(C)=O, C[N+](C)(C)[O-], B1C2CCCC1CCC2, CCOC(=O)C(C(=O)OCC)c1c(F)cc(OS(=O)(=O)C(F)(F)F)cc1F, [K+], [K+], [K+], C1CCOC1, C1COCCO1, O=P([O-])([O-])[O-], c1ccc(P(c2ccccc2)(c2ccccc2)[Pd](P(c2ccccc2)(c2ccccc2)c2ccccc2)(P(c2ccccc2)(c2ccccc2)c2ccccc2)P(c2ccccc2)(c2ccccc2)c2ccccc2)cc1. Product: CCOC(=O)C(C(=O)OCC)c1c(F)cc(CCCCO)cc1F. Reaction SMILES: [CH2:15]([CH2:16][CH:17]=[CH2:18])[OH:19].[CH3:143][CH2:144][O:145][C:146](=[O:147])[CH3:148].[CH3:55][N+:56]([O-:57])([CH3:58])[CH3:59].[CH:1]12[CH2:2][CH2:3][CH2:4][CH:5]([BH:6]1)[CH2:7][CH2:8][CH2:9]2.[F:20][c:21]1[c:22]([CH:36]([C:37](=[O:38])[O:39][CH2:40][CH3:41])[C:42](=[O:43])[O:44][CH2:45][CH3:46])[c:23]([F:35])[cH:24][c:25]([O:27][S:28]([C:29]([F:30])([F:31])[F:32])(=[O:33])=[O:34])[cH:26]1.[K+:52].[K+:53].[K+:54].[O:10]1[CH2:11][CH2:12][CH2:13][CH2:14]1.[O:60]1[CH2:61][CH2:62][O:63][CH2:64][CH2:65]1.[P:47]([O-:48])([O-:49])([O-:50])=[O:51].[cH:66]1[cH:67][cH:68][c:69]([P:70]([Pd:71]([P:72]([c:73]2[cH:74][cH:75][cH:76][cH:77][cH:78]2)([c:79]2[cH:80][cH:81][cH:82][cH:83][cH:84]2)[c:85]2[cH:86][cH:87][cH:88][cH:89][cH:90]2)([P:91]([c:92]2[cH:93][cH:94][cH:95][cH:96][cH:97]2)([c:98]2[cH:99][cH:100][cH:101][cH:102][cH:103]2)[c:104]2[cH:105][cH:106][cH:107][cH:108][cH:109]2)[P:110]([c:111]2[cH:112][cH:113][cH:114][cH:115][cH:116]2)([c:117]2[cH:118][cH:119][cH:120][cH:121][cH:122]2)[c:123]2[cH:124][cH:125][cH:126][cH:127][cH:128]2)([c:129]2[cH:130][cH:131][cH:132][cH:133][cH:134]2)[c:135]2[cH:136][cH:137][cH:138][cH:139][cH:140]2)[cH:141][cH:142]1>>[CH2:15]([CH2:16][CH2:17][CH2:18][c:25]1[cH:24][c:23]([F:35])[c:22]([CH:36]([C:37](=[O:38])[O:39][CH2:40][CH3:41])[C:42](=[O:43])[O:44][CH2:45][CH3:46])[c:21]([F:20])[cH:26]1)[OH:19].